describe an organic reaction: reactants, conditions, products, and yield From a dataset of the Open Reaction Database (ORD), a public repository of structured organic reaction records. The reactants are B, CO, O=Cc1c(Cl)nc(-c2ccccc2)c2ccccc12, [Na]. Product: OCc1c(Cl)nc(-c2ccccc2)c2ccccc12. Reaction SMILES: [BH3:20].[CH3:22][OH:23].[Cl:1][c:2]1[n:3][c:4](-[c:14]2[cH:15][cH:16][cH:17][cH:18][cH:19]2)[c:5]2[cH:6][cH:7][cH:8][cH:9][c:10]2[c:11]1[CH:12]=[O:13].[Na:21]>>[Cl:1][c:2]1[n:3][c:4](-[c:14]2[cH:15][cH:16][cH:17][cH:18][cH:19]2)[c:5]2[cH:6][cH:7][cH:8][cH:9][c:10]2[c:11]1[CH2:12][OH:13]. The reactants are C1(=CC=CC=C1)C1(CC1)CN ({1-(1-Phenylcyclopropyl)}methylamine), [H][H] (hydrogen). Reagents/catalysts: [Pt] (platinum). Solvent: C(C)(=O)O (acetic acid), C(C)(=O)O (acetic acid). The product is C1(CCCCC1)C(CN)(C)C (2-Cyclohexyl-2-methylpropylamine). As a reaction SMILES: [C:1]1([C:7]2([CH2:10][NH2:11])[CH2:9][CH2:8]2)[CH:6]=[CH:5][CH:4]=[CH:3][CH:2]=1.[H][H]>C(O)(=O)C.[Pt]>[CH:1]1([C:7]([CH3:9])([CH3:8])[CH2:10][NH2:11])[CH2:6][CH2:5][CH2:4][CH2:3][CH2:2]1. Procedure details: {1-(1-Phenylcyclopropyl)}methylamine (205 mg, 1.1 mmole) was hydrogenated using platinum-black (410 mg) in 20 mL of acetic acid under 4 atmospheres of hydrogen for 3 days. The same conditions were repeated 3 times to complete the reaction. 2-Cyclohexyl-2-methylpropylamine was isolated as an acetic acid salt in quantitative yield. This material (28.5 mg, 0.12 mmole) was coupled with Example 4 (100 mg, 0.1 mmole) by the EDC and HOBT method followed by deprotection and purification to afford pure t...